Dataset: the Open Reaction Database (ORD), a public repository of structured organic reaction records. Task: describe an organic reaction: reactants, conditions, products, and yield Reaction conditions: time 15 hour. Yields the product ClC1=CN=CC(=N1)N1C(CNCC1)CC (1-(6-Chloro-2-pyrazinyl)-2-ethylpiperazine). Starting materials: ClC(=O)OC(C)Cl (1-Choroethyl chloroformate), C(C1=CC=CC=C1)N1CC(N(CC1)C1=NC(=CN=C1)Cl)CC (4-Benzyl-1-(6-chloro-2-pyrazinyl)-2-ethylpiperazine). Solvent: ClCCl (dichloromethane). Reaction SMILES: ClC(OC(Cl)C)=O.C([N:15]1[CH2:20][CH2:19][N:18]([C:21]2[CH:26]=[N:25][CH:24]=[C:23]([Cl:27])[N:22]=2)[CH:17]([CH2:28][CH3:29])[CH2:16]1)C1C=CC=CC=1>ClCCl>[Cl:27][C:23]1[N:22]=[C:21]([N:18]2[CH2:19][CH2:20][NH:15][CH2:16][CH:17]2[CH2:28][CH3:29])[CH:26]=[N:25][CH:24]=1. Reported procedure: 1-Choroethyl chloroformate (4.16 g, 29.1 mmol) was added dropwise under 2 h to a stirred solution of the product obtained in step 2 above (6.15 g, 19.4 mmol) in dry dichloromethane (75 mL) at 0° C. After being stirred at room temperature for 15 h, the reaction mixture was concentrated in vacuo and methanol was added. The mixture was heated at reflux for 2 h and concentrated. The residue was dissolved in CHCl3 and passed through a short (4 cm) plug of silica gel using CHCl3/MeOH (8:2) as eluent. ... Reactants: C=C (ethylene), C1(=CC=CC=C1)C (toluene). Yields the product C=CCCC (pentene), C\C=C\CC (trans-2-pentene). RXN SMILES: C=C.[C:3]1(C)[CH:8]=[CH:7][CH:6]=[CH:5][CH:4]=1>>[CH2:8]=[CH:3][CH2:4][CH2:5][CH3:6].[CH3:5]/[CH:4]=[CH:3]/[CH2:8][CH3:7]. Procedure: Addition of 1 atm. ethylene to a photostationary state mixture of IIa,b (1.4:1 a:b at 25°, toluene solution, see Example E) followed by continued photolysis at 25° resulted in slow production of free pentene, primarily trans-2-pentene. Less than 0.1 equiv pentene was evolved after 1 hour irradiation. Pentene formation did not occur thermally at 25°. The isomeric distribution, as measured after 15 and 60 min photolysis, was 85% trans-2-pentene, 10-12% cis-2-pentene, and 3-5% 1-pentene. The reactants are B, CSC, Cc1ccccc1, CO, CC(C)(C)c1cc(CN(C=O)n2ccnc2)cc(C(C)(C)C)c1O, Cl, C1CCOC1. Yields the product CN(Cc1cc(C(C)(C)C)c(O)c(C(C)(C)C)c1)n1ccnc1. Reaction SMILES: [BH3:28].[CH3:25][S:26][CH3:27].[CH3:35][c:36]1[cH:37][cH:38][cH:39][cH:40][cH:41]1.[CH3:42][OH:43].[CH:1](=[O:2])[N:3]([CH2:4][c:5]1[cH:6][c:7]([C:16]([CH3:17])([CH3:18])[CH3:19])[c:8]([OH:15])[c:9]([C:11]([CH3:12])([CH3:13])[CH3:14])[cH:10]1)[n:20]1[cH:21][n:22][cH:23][cH:24]1.[ClH:29].[O:30]1[CH2:31][CH2:32][CH2:33][CH2:34]1>>[CH3:1][N:3]([CH2:4][c:5]1[cH:6][c:7]([C:16]([CH3:17])([CH3:18])[CH3:19])[c:8]([OH:15])[c:9]([C:11]([CH3:12])([CH3:13])[CH3:14])[cH:10]1)[n:20]1[cH:21][n:22][cH:23][cH:24]1. Reactants: C1COCCO1, CCN(C(C)C)C(C)C, [Cl-], FC(F)(F)c1cccnc1Cl, [NH4+], O=S(=O)(c1ccccc1)C1CCNCC1. RXN SMILES: [CH2:38]1[O:39][CH2:40][CH2:41][O:42][CH2:43]1.[CH:27]([N:28]([CH:29]([CH3:30])[CH3:31])[CH2:32][CH3:33])([CH3:34])[CH3:35].[Cl-:36].[Cl:16][c:17]1[n:18][cH:19][cH:20][cH:21][c:22]1[C:23]([F:24])([F:25])[F:26].[NH4+:37].[c:1]1([S:7](=[O:8])(=[O:9])[CH:10]2[CH2:11][CH2:12][NH:13][CH2:14][CH2:15]2)[cH:2][cH:3][cH:4][cH:5][cH:6]1>>[c:1]1([S:7](=[O:8])(=[O:9])[CH:10]2[CH2:11][CH2:12][N:13]([c:17]3[n:18][cH:19][cH:20][cH:21][c:22]3[C:23]([F:24])([F:25])[F:26])[CH2:14][CH2:15]2)[cH:2][cH:3][cH:4][cH:5][cH:6]1. The product is O=S(=O)(c1ccccc1)C1CCN(c2ncccc2C(F)(F)F)CC1. The reactants are Cl (hydrochloric acid), C(C1=CC=CC=C1)[C@@H]([C@H](CO)OS(=O)(=O)C)N1C(C=2C(C1=O)=CC=CC2)=O (N-[1(S)-benzyl-3-hydroxy-2(R)-(methylsulphonyloxy)propyl]phthalimide), [H-].[Na+] (sodium hydride), [H-].[Na+] (sodium hydride). The solvent is ClCCl (dichloromethane), O (water), O1CCCC1 (tetrahydrofuran). Run at temperature 20 celsius, time 2 hour. Product: C1(=CC=CC=C1)C[C@H](N1C(C=2C(C1=O)=CC=CC2)=O)[C@@H]2OC2 (2(S)-[2-phenyl-1(S)-phthalimidoethyl]oxirane). Isolated yield 41.2%. As a reaction SMILES: [CH2:1]([C@H:8]([N:17]1[C:21](=[O:22])[C:20]2=[CH:23][CH:24]=[CH:25][CH:26]=[C:19]2[C:18]1=[O:27])[C@@H:9](OS(C)(=O)=O)[CH2:10][OH:11])[C:2]1[CH:7]=[CH:6][CH:5]=[CH:4][CH:3]=1.[H-].[Na+].Cl>O1CCCC1.ClCCl.O>[C:2]1([CH2:1][C@@H:8]([C@H:9]2[CH2:10][O:11]2)[N:17]2[C:18](=[O:27])[C:19]3=[CH:26][CH:25]=[CH:24][CH:23]=[C:20]3[C:21]2=[O:22])[CH:7]=[CH:6][CH:5]=[CH:4][CH:3]=1 |f:1.2|. Procedure: 2.16 g of N-[1(S)-benzyl-3-hydroxy-2(R)-(methylsulphonyloxy)propyl]phthalimide were added to a stirred suspension of 200 mg of sodium hydride (80% dispersion in mineral oil) in 50 ml of dry tetrahydrofuran and the mixture was stirred at 20° C. for 2 hours. A further 100 mg of sodium hydride were added and the stirring was continued for 3.5 hours. The mixture was diluted with dichloromethane and water and the pH of the aqueous layer was adjusted to 7 by adding 2M hydrochloric acid. The organic la... The reactants are CN(c1cc(OC(F)(F)F)cc2cc(C(=O)NCC(CN3CCOCC3)SCc3ccccc3)[nH]c12)S(=O)(=O)c1cccs1, CSC, ClCCl, O=S(=O)(OS(=O)(=O)C(F)(F)F)C(F)(F)F, O, O=P(c1ccccc1)(c1ccccc1)c1ccccc1. Yields the product CN(c1cc(OC(F)(F)F)cc2cc(C3=NCC(CN4CCOCC4)S3)[nH]c12)S(=O)(=O)c1cccs1. As a reaction SMILES: [CH2:36]([c:38]1[cH:39][cH:40][cH:41][cH:42][cH:48]1)[S:43][CH:44]([CH2:45][NH:46][C:47](=[O:37])[c:49]1[nH:50][c:51]2[c:52]([N:63]([S:64](=[O:65])(=[O:66])[c:67]3[s:68][cH:69][cH:70][cH:71]3)[CH3:72])[cH:53][c:54]([O:58][C:59]([F:60])([F:61])[F:62])[cH:55][c:56]2[cH:57]1)[CH2:73][N:74]1[CH2:75][CH2:76][O:77][CH2:78][CH2:79]1.[CH3:80][S:81][CH3:82].[Cl:83][CH2:84][Cl:85].[F:21][C:22]([S:23]([O:24][S:25]([C:26]([F:27])([F:28])[F:29])(=[O:30])=[O:31])(=[O:32])=[O:33])([F:34])[F:35].[OH2:86].[c:1]1([P:2](=[O:3])([c:4]2[cH:5][cH:6][cH:7][cH:8][cH:9]2)[c:10]2[cH:11][cH:12][cH:13][cH:14][cH:15]2)[cH:16][cH:17][cH:18][cH:19][cH:20]1>>[S:43]1[CH:44]([CH2:73][N:74]2[CH2:75][CH2:76][O:77][CH2:78][CH2:79]2)[CH2:45][N:46]=[C:47]1[c:49]1[nH:50][c:51]2[c:52]([N:63]([S:64](=[O:65])(=[O:66])[c:67]3[s:68][cH:69][cH:70][cH:71]3)[CH3:72])[cH:53][c:54]([O:58][C:59]([F:60])([F:61])[F:62])[cH:55][c:56]2[cH:57]1. Reaction SMILES: [BH4-:40].[CH3:1][c:2]1[n:3](-[c:11]2[cH:12][cH:13][c:14]([C:15](=[O:16])[N:17]3[CH2:18][CH2:19][C:20](=[C:23]4[c:24]5[c:25]([cH:34][cH:35][cH:36][cH:37]5)[CH2:26][C:27](=[O:33])[c:28]5[s:29][cH:30][cH:31][c:32]54)[CH2:21][CH2:22]3)[cH:38][cH:39]2)[c:4]2[c:5]([cH:6][n:7][cH:8][cH:9]2)[n:10]1.[CH3:42][OH:43].[Na+:41]>>[CH3:1][c:2]1[n:3](-[c:11]2[cH:12][cH:13][c:14]([C:15](=[O:16])[N:17]3[CH2:18][CH2:19][C:20](=[C:23]4[c:24]5[c:25]([cH:34][cH:35][cH:36][cH:37]5)[CH2:26][CH:27]([OH:33])[c:28]5[s:29][cH:30][cH:31][c:32]54)[CH2:21][CH2:22]3)[cH:38][cH:39]2)[c:4]2[c:5]([cH:6][n:7][cH:8][cH:9]2)[n:10]1. Starting materials: [BH4-], Cc1nc2cnccc2n1-c1ccc(C(=O)N2CCC(=C3c4ccccc4CC(=O)c4sccc43)CC2)cc1, CO, [Na+]. Product: Cc1nc2cnccc2n1-c1ccc(C(=O)N2CCC(=C3c4ccccc4CC(O)c4sccc43)CC2)cc1. The reactants are NC(C#N)(CN1N=C2C(=N1)C=C(C=C2Cl)Cl)C (2-amino-3-(4,6-dichloro-2H-benzotriazol-2-yl)-2-methylpropionitrile), C(C)(C)(C)C1=CC=C(C(=O)Cl)C=C1 (4-tert-butylbenzoyl chloride). Product: C(#N)C(CN1N=C2C(=N1)C=C(C=C2Cl)Cl)(C)NC(C2=CC=C(C=C2)C(C)(C)C)=O (N-[1-Cyano-2-(4,6-dichloro-2H-benzotriazol-2-yl)-1-methylethyl]-4-tert-butylbenzamide), solid. RXN SMILES: [NH2:1][C:2]([CH3:17])([CH2:5][N:6]1[N:10]=[C:9]2[CH:11]=[C:12]([Cl:16])[CH:13]=[C:14]([Cl:15])[C:8]2=[N:7]1)[C:3]#[N:4].[C:18]([C:22]1[CH:30]=[CH:29][C:25]([C:26](Cl)=[O:27])=[CH:24][CH:23]=1)([CH3:21])([CH3:20])[CH3:19]>>[C:3]([C:2]([NH:1][C:26](=[O:27])[C:25]1[CH:29]=[CH:30][C:22]([C:18]([CH3:20])([CH3:19])[CH3:21])=[CH:23][CH:24]=1)([CH3:17])[CH2:5][N:6]1[N:10]=[C:9]2[CH:11]=[C:12]([Cl:16])[CH:13]=[C:14]([Cl:15])[C:8]2=[N:7]1)#[N:4]. Procedure: Using a procedure similar to that described in Example 1, except using 2-amino-3-(4,6-dichloro-2H-benzotriazol-2-yl)-2-methylpropionitrile, described in Example 15, and 4-tert-butylbenzoyl chloride, the title compound was isolated as a white solid (80 mg). MS (ES): M/Z [M+H]=430. NMR: (400 MHz, DMSO-d6): 1.30 (s, 9H), 1.75 (s, 3H), 5.47 (q, J=17.8 Hz, 2H), 5.51 (d, J=8.3 Hz, 2H), 7.70-7.76 (m, 3H), 8.18 (d, J=1.5 Hz, 1H) and 8.70 (br s, 1H).